This data is from the Open Reaction Database (ORD), a public repository of structured organic reaction records. The task is: describe an organic reaction: reactants, conditions, products, and yield Starting materials: C(C)(=O)O[C@H]1C[C@H]2CC[C@H]3[C@@H]4CCC([C@@]4(C)[C@H](C[C@@H]3[C@]2(CC1)C)OC(C)=O)=O (3α, 12α-diacetoxy-5β-androstan-17-one), O.[OH-].[Li+] (lithium hydroxide monohydrate), CO (methanol), O1CCCC1 (tetrahydrofuran). Solvent: O (water), C(C)(=O)OCC (ethyl acetate). Run at time 2 hour. The product is O[C@H]1C[C@H]2CC[C@H]3[C@@H]4CCC([C@@]4(C)[C@H](C[C@@H]3[C@]2(CC1)C)O)=O (3α, 12α-dihydroxy-5β-androstan-17-one). Reaction SMILES: C([O:4][C@@H:5]1[CH2:22][CH2:21][C@@:20]2([CH3:23])[C@H:7]([CH2:8][CH2:9][C@@H:10]3[C@@H:19]2[CH2:18][C@H:17]([O:24]C(=O)C)[C@@:15]2([CH3:16])[C@H:11]3[CH2:12][CH2:13][C:14]2=[O:28])[CH2:6]1)(=O)C.O.[OH-].[Li+].CO.O1CCCC1>C(OCC)(=O)C.O>[OH:4][C@@H:5]1[CH2:22][CH2:21][C@@:20]2([CH3:23])[C@H:7]([CH2:8][CH2:9][C@@H:10]3[C@@H:19]2[CH2:18][C@H:17]([OH:24])[C@@:15]2([CH3:16])[C@H:11]3[CH2:12][CH2:13][C:14]2=[O:28])[CH2:6]1 |f:1.2.3|. Procedure: A mixture of 3α, 12α-diacetoxy-5β-androstan-17-one (5.5 g) and lithium hydroxide monohydrate (1.7 g) in a solution of methanol (20 ml), tetrahydrofuran (20 ml) and water (20 ml) is stirred at room temperature for about two hours, diluted with ethyl acetate and washed three times with water. The organic solution is dried over magnesium sulfate, filtered and concentrated in vacuo. Benzene is azeotroped from the residue to give the desired product which is used, without further treatment, for the n... Reactants: COC(=O)CCCCCCCN1C(=C(C2=CC=CC=C12)C)C=1C=NC=CC1 (1-(7-methoxycarbonylheptyl)-3-methyl-2-(3-pyridyl)indole), CN (methylamine). The solvent is C(CCC)O (n-butanol). Yields the product CNC(=O)CCCCCCCN1C(=C(C2=CC=CC=C12)C)C=1C=NC=CC1 (1-[7-(N-methylcarbamoyl)heptyl]-3-methyl-2-(3-pyridyl)indole). RXN SMILES: CO[C:3]([CH2:5][CH2:6][CH2:7][CH2:8][CH2:9][CH2:10][CH2:11][N:12]1[C:20]2[C:15](=[CH:16][CH:17]=[CH:18][CH:19]=2)[C:14]([CH3:21])=[C:13]1[C:22]1[CH:23]=[N:24][CH:25]=[CH:26][CH:27]=1)=[O:4].[CH3:28][NH2:29]>C(O)CCC>[CH3:28][NH:29][C:3]([CH2:5][CH2:6][CH2:7][CH2:8][CH2:9][CH2:10][CH2:11][N:12]1[C:20]2[C:15](=[CH:16][CH:17]=[CH:18][CH:19]=2)[C:14]([CH3:21])=[C:13]1[C:22]1[CH:23]=[N:24][CH:25]=[CH:26][CH:27]=1)=[O:4]. Reported procedure: A solution of 4 g of 1-(7-methoxycarbonylheptyl)-3-methyl-2-(3-pyridyl)indole in 40 ml of n-butanol is saturated with methylamine and heated on a steam bath in a pressure bottle for 3 days. The reaction mixture is evaporated to dryness and the product is crystallized to yield the 1-[7-(N-methylcarbamoyl)heptyl]-3-methyl-2-(3-pyridyl)indole. Reactants: O (water), ClC=1C=C2C(=CC(OC2=CC1O)=O)C(F)(F)F (6-chloro-7-hydroxy-4-(trifluoromethyl)-2H-chromen-2-one), C[Mg]Cl (methyl magnesium chloride), C1CCOC1 (THF), C1CCOC1 (THF). The reagents and catalysts are C1(=CC=C(C=C1)S(=O)(=O)O)C (p-toluenesulfonic acid). The solvent is C1(=CC=CC=C1)C (toluene). Run at temperature 0 celsius, time 1 hour. Product: ClC=1C=C2C(=CC(OC2=CC1O)(C)C)C(F)(F)F (6-Chloro-2,2-dimethyl-4-(trifluoromethyl)-2H-chromen-7-ol). Yield: 83.0%. RXN SMILES: [Cl:1][C:2]1[CH:3]=[C:4]2C(=C[C:11]=1[OH:12])OC(=O)[CH:6]=[C:5]2[C:14]([F:17])([F:16])[F:15].[CH3:18][Mg]Cl.O.[CH2:22]1[CH2:26][O:25][CH2:24][CH2:23]1>C1(C)C=CC=CC=1.C1(C)C=CC(S(O)(=O)=O)=CC=1>[Cl:1][C:2]1[CH:3]=[C:4]2[C:26](=[CH:22][C:11]=1[OH:12])[O:25][C:24]([CH3:23])([CH3:18])[CH:6]=[C:5]2[C:14]([F:15])([F:16])[F:17]. Procedure: To a solution of 6-chloro-7-hydroxy-4-(trifluoromethyl)-2H-chromen-2-one (1.5 g, 5.68 mmol) in anhydrous THF (25 mL) was added at 0° C. a solution of methyl magnesium chloride in THF (9.48 mL of 3 mol solution). After stirring at 0° C. for 1 h, the reaction was quenched with sat.NH4Cl aq. The organic layer was separated, washed with water, dried over anhydrous Na2SO4 and concentrated to provide the crude product. This was dissolved in toluene (50 mL) and to this was added p-toluenesulfonic acid ... Reactants: stannous chloride dihydrate, [N+](=O)([O-])C=1C=C(C#N)C=CC1N (3-Nitro-4-amino-benzonitrile), [BH4-].[Na+] (Sodium borohydride). Run in C(C)O (ethanol). Run at temperature 60 celsius, time 8 hour. Yields the product NC=1C=C(C#N)C=CC1N (3,4-diamino-benzonitrile). Yield: 71.6%. As a reaction SMILES: [N+:1]([C:4]1[CH:5]=[C:6]([CH:9]=[CH:10][C:11]=1[NH2:12])[C:7]#[N:8])([O-])=O.[BH4-].[Na+]>C(O)C>[NH2:1][C:4]1[CH:5]=[C:6]([CH:9]=[CH:10][C:11]=1[NH2:12])[C:7]#[N:8] |f:1.2|. Procedure: 3-Nitro-4-amino-benzonitrile (4.38 g) was dissolved in ethanol (600 ml) and added with stannous chloride dihydrate (34.6 g) and the whole was heated to 60° C. Sodium borohydride (366 mg) was gradually added thereto and the whole was stirred overnight at 60° C. After completion of the reaction, the resultant was filtrated through Celite and the filtrate was subjected to distillation of the solvent under reduced pressure. The residue was dissolved in chloroform, washed with a saturated aqueous sod...